This data is from the Open Reaction Database (ORD), a public repository of structured organic reaction records. The task is: describe an organic reaction: reactants, conditions, products, and yield Starting materials: C(C)(=O)OC(C)=O (acetic anhydride), CC1=CNC=2N1N=CC2 (3-methyl-1H-imidazo[1,2-b]pyrazole). The solvent is C(=O)O (formic acid). Run at time 1 hour. Product: C(=O)N1C=C(N2N=CC=C21)C (1-formyl-3-methyl-1H-imidazo[1,2-b]pyrazole). Reaction SMILES: C(O[C:5](=[O:7])C)(=O)C.[CH3:8][C:9]1[N:13]2[N:14]=[CH:15][CH:16]=[C:12]2[NH:11][CH:10]=1>C(O)=O>[CH:5]([N:11]1[C:12]2[N:13]([N:14]=[CH:15][CH:16]=2)[C:9]([CH3:8])=[CH:10]1)=[O:7]. Procedure details: A mixture of acetic anhydride (4.83 ml) and formic acid (3.86 ml) was stirred at room temperature for 1 hour. The solution was cooled at ice-bath and 3-methyl-1H-imidazo[1,2-b]pyrazole (3.1 g) was added thereto. The mixture was stirred at the same condition for 1 hour. The reaction mixture was evaporated and the residue was subjected to column chromatography on silica gel using ethyl acetate as an eluent. Fractions containing the object compound were combined and the solvent was evaporated to gi... Reactants: E1, FC=1C=C(C=C(C1F)F)CO ((3,4,5-trifluorophenyl)methanol), ClC=1C=C2N(C(N1)=O)C[C@@H](N2C(=O)OC(C)(C)C)C ((S)-tert-butyl 7-chloro-2-methyl-5-oxo-2,3-dihydroimidazo[1,2-c]pyrimidine-1(5H)-carboxylate). The product is C[C@@H]1NC=2N(C(N=C(C2)OCC2=CC(=C(C(=C2)F)F)F)=O)C1 ((S)-2-methyl-7-((3,4,5-trifluorobenzyl)oxy)-2,3-dihydroimidazo[1,2-c]pyrimidin-5(1H)-one). RXN SMILES: [F:1][C:2]1[CH:3]=[C:4]([CH2:10][OH:11])[CH:5]=[C:6]([F:9])[C:7]=1[F:8].Cl[C:13]1[CH:14]=[C:15]2[N:22](C(OC(C)(C)C)=O)[C@@H:21]([CH3:30])[CH2:20][N:16]2[C:17](=[O:19])[N:18]=1>>[CH3:30][C@H:21]1[CH2:20][N:16]2[C:17](=[O:19])[N:18]=[C:13]([O:11][CH2:10][C:4]3[CH:3]=[C:2]([F:1])[C:7]([F:8])=[C:6]([F:9])[CH:5]=3)[CH:14]=[C:15]2[NH:22]1. Procedure details: The title compound was prepared by a procedure similar to that described for E1 starting from (3,4,5-trifluorophenyl)methanol and (S)-tert-butyl 7-chloro-2-methyl-5-oxo-2,3-dihydroimidazo[1,2-c]pyrimidine-1(5H)-carboxylate. Reactants: O=C([O-])[O-], Cn1c(=S)[nH]c2cc([N+](=O)[O-])ccc21, CI, CC(C)=O, [Na+], [Na+]. Yields the product CSc1nc2cc([N+](=O)[O-])ccc2n1C. Reaction SMILES: [C:15](=[O:16])([O-:17])[O-:18].[CH3:1][n:2]1[c:3](=[S:14])[nH:4][c:5]2[c:6]1[cH:7][cH:8][c:9]([N+:11](=[O:12])[O-:13])[cH:10]2.[CH3:21][I:22].[CH3:23][C:24](=[O:25])[CH3:26].[Na+:19].[Na+:20]>>[CH3:1][n:2]1[c:3]([S:14][CH3:15])[n:4][c:5]2[c:6]1[cH:7][cH:8][c:9]([N+:11](=[O:12])[O-:13])[cH:10]2. Reactants: CC=1C=C(C=CC1[N+](=O)[O-])OC1=CC=C(C=O)C=C1 (4-[(3-Methyl-4-nitrophenyl)oxy]benzaldehyde), C1(=CC=C(C=C1)S(=O)(=O)O)C (p-toluenesulfonic acid), C(CO)O (ethylene glycol). Run in C1(=CC=CC=C1)C (toluene), C(C)OC(C)=O (ethylacetate). Yields the product CC=1C=C(C=CC1[N+](=O)[O-])OC1=CC=C(C=C1)C1OCCO1 (2-{4-[(3-methyl-4-nitrophenyl)oxy]phenyl}-1,3-dioxolane). The yield is 98.0%. As a reaction SMILES: [CH3:1][C:2]1[CH:3]=[C:4]([O:11][C:12]2[CH:19]=[CH:18][C:15]([CH:16]=[O:17])=[CH:14][CH:13]=2)[CH:5]=[CH:6][C:7]=1[N+:8]([O-:10])=[O:9].C1(C)C=CC(S(O)(=O)=O)=CC=1.[CH2:31](O)[CH2:32][OH:33]>C1(C)C=CC=CC=1.C(OC(=O)C)C>[CH3:1][C:2]1[CH:3]=[C:4]([O:11][C:12]2[CH:19]=[CH:18][C:15]([CH:16]3[O:33][CH2:32][CH2:31][O:17]3)=[CH:14][CH:13]=2)[CH:5]=[CH:6][C:7]=1[N+:8]([O-:10])=[O:9]. Procedure details: 4-[(3-Methyl-4-nitrophenyl)oxy]benzaldehyde (1.72 g, 6.4 mmol), p-toluenesulfonic acid (120 mg, 0.64 mmol), and ethylene glycol (1.7 mL, 32 mmol) were heated to reflux in 70 mL toluene for 16 hours in a round bottom flask equipped with a Dean-Stark trap. The reaction mixture was cooled to room temperature, diluted with ethylacetate and extracted with 1N NaOH. The organic layer was dried over MgSO4, filtered and concentrated to afford 1.89 g crude 2-{4-[(3-methyl-4-nitrophenyl)oxy]phenyl}-1,3-dio... Starting materials: CN1C([C@H](CCCC1)NC(OC(C)(C)C)=O)=O (1,1-dimethylethyl [(3S)-1-methyl-2-oxohexahydro-1H-azepin-3-yl]carbamate), Cl (HCl). Solvent: O1CCOCC1 (dioxane). Conditions: time 8 hour. Yields the product N[C@@H]1C(N(CCCC1)C)=O ((3S)-3-amino-1-methylhexahydro-2H-azepin-2-one). As a reaction SMILES: [CH3:1][N:2]1[CH2:8][CH2:7][CH2:6][CH2:5][C@H:4]([NH:9]C(=O)OC(C)(C)C)[C:3]1=[O:17].Cl>O1CCOCC1>[NH2:9][C@H:4]1[CH2:5][CH2:6][CH2:7][CH2:8][N:2]([CH3:1])[C:3]1=[O:17]. Procedure details: To a solution of 1,1-dimethylethyl [(3S)-1-methyl-2-oxohexahydro-1H-azepin-3-yl]carbamate (470 mg, 1.9 mmol) in dioxane (5 mL) was added HCl (4.8 mL, 19 mmol, 4M in dioxane), and the reaction was stirred overnight. Evaporation of the solvent gave a quantitative yield of (3S)-3-amino-1-methylhexahydro-2H-azepin-2-one. LCMS: (M+H)+: 143.1. Reactants: CCCCN=C=O, Cc1ncc([N+](=O)[O-])cc1C(N)=O, Cc1ccccc1. Product: CCCCNC(=O)NC(=O)c1cc([N+](=O)[O-])cnc1C. RXN SMILES: [CH2:14]([CH2:15][CH2:16][CH3:17])[N:18]=[C:19]=[O:20].[CH3:1][c:2]1[c:3]([C:4](=[O:5])[NH2:6])[cH:7][c:8]([N+:11](=[O:12])[O-:13])[cH:9][n:10]1.[CH3:21][c:22]1[cH:23][cH:24][cH:25][cH:26][cH:27]1>>[CH3:1][c:2]1[c:3]([C:4](=[O:5])[NH:6][C:19]([NH:18][CH2:14][CH2:15][CH2:16][CH3:17])=[O:20])[cH:7][c:8]([N+:11](=[O:12])[O-:13])[cH:9][n:10]1. Starting materials: CO, CN1CCN(c2cc(-c3sccc3Cl)nc(Cl)n2)CC1. Yields the product CN1CCN(c2cc(-c3cccs3)nc(Cl)n2)CC1. RXN SMILES: [CH3:21][OH:22].[Cl:1][c:2]1[n:3][c:4]([N:14]2[CH2:15][CH2:16][N:17]([CH3:20])[CH2:18][CH2:19]2)[cH:5][c:6](-[c:8]2[s:9][cH:10][cH:11][c:12]2[Cl:13])[n:7]1>>[Cl:1][c:2]1[n:3][c:4]([N:14]2[CH2:15][CH2:16][N:17]([CH3:20])[CH2:18][CH2:19]2)[cH:5][c:6](-[c:8]2[s:9][cH:10][cH:11][cH:12]2)[n:7]1. The reactants are C#CCN1CCNCC1, CC1CCc2c(Cl)c(Cl)cc3c(=O)c(C(=O)O)cn1c23. Product: C#CCN1CCN(c2c(Cl)cc3c(=O)c(C(=O)O)cn4c3c2CCC4C)CC1. As a reaction SMILES: [CH2:21]([C:22]#[CH:23])[N:24]1[CH2:25][CH2:26][NH:27][CH2:28][CH2:29]1.[Cl:1][c:2]1[c:3]([Cl:20])[cH:4][c:5]2[c:6](=[O:19])[c:7]([C:16](=[O:17])[OH:18])[cH:8][n:9]3[c:14]2[c:13]1[CH2:12][CH2:11][CH:10]3[CH3:15]>>[c:2]1([N:27]2[CH2:26][CH2:25][N:24]([CH2:21][C:22]#[CH:23])[CH2:29][CH2:28]2)[c:3]([Cl:20])[cH:4][c:5]2[c:6](=[O:19])[c:7]([C:16](=[O:17])[OH:18])[cH:8][n:9]3[c:14]2[c:13]1[CH2:12][CH2:11][CH:10]3[CH3:15]. Yields the product COCCOc1ccc(C(=O)O)cc1. Starting materials: COCCBr, CCO, [I-], [K+], [K+], [OH-], O, O=C(O)c1ccc(O)cc1. RXN SMILES: [Br:13][CH2:14][CH2:15][O:16][CH3:17].[CH3:20][CH2:21][OH:22].[I-:19].[K+:12].[K+:18].[OH-:11].[OH2:23].[OH:1][C:2](=[O:3])[c:4]1[cH:5][cH:6][c:7]([OH:8])[cH:9][cH:10]1>>[OH:1][C:2](=[O:3])[c:4]1[cH:5][cH:6][c:7]([O:8][CH2:14][CH2:15][O:16][CH3:17])[cH:9][cH:10]1. The reactants are COC(C(CC=1C=C2N=CC=NC2=CC1CP(=O)(OC)OC)N)=O (α-amino-7-[(dimethoxyphosphinyl)methyl]-6-quinoxalinepropanoic acid methyl ester), COC(CN=CC1=CC=CC=C1)=O (N-benzylidene glycine methyl ester), Cl (hydrochloric acid). The product is NC(C(=O)O)CC=1C=C2N=CC=NC2=CC1CP(=O)(O)O (α-amino-7-(phosphonomethyl)-6-quinoxalinepropanoic acid). Reaction SMILES: C[O:2][C:3](=[O:24])[CH:4]([NH2:23])[CH2:5][C:6]1[CH:7]=[C:8]2[C:13](=[CH:14][C:15]=1[CH2:16][P:17]([O:21]C)([O:19]C)=[O:18])[N:12]=[CH:11][CH:10]=[N:9]2.COC(=O)CN=CC1C=CC=CC=1.Cl>>[NH2:23][CH:4]([CH2:5][C:6]1[CH:7]=[C:8]2[C:13](=[CH:14][C:15]=1[CH2:16][P:17]([OH:19])([OH:21])=[O:18])[N:12]=[CH:11][CH:10]=[N:9]2)[C:3]([OH:24])=[O:2]. Reported procedure: The 6,7-bis(bromomethyl)quinoxaline was reacted with trimethyl phosphite to obtain the intermediate dimethyl phosphonate which was converted to α-amino-7-[(dimethoxyphosphinyl)methyl]-6-quinoxalinepropanoic acid methyl ester using N-benzylidene glycine methyl ester. Hydrolysis with 6N hydrochloric acid afforded α-amino-7-(phosphonomethyl)-6-quinoxalinepropanoic acid; m.p. 250° C.; MS (neg. FAB) 310; 1H NMR (DMSO-d6, 1 drop of DCl, 400 MHz): δ3.3-3.6 (overlapping multiplets, 4H, CH2), 4.39 (t, J=...